The task is: describe an organic reaction: reactants, conditions, products, and yield. This data is from the Open Reaction Database (ORD), a public repository of structured organic reaction records. Starting materials: CCN(C(C)C)C(C)C, CCCCc1nc(Cl)ccc1C(=O)O, NC1C2CC3CC(C2)CC1C3, O=C(Cl)C(=O)Cl, ClCCl, Cl. Yields the product CCCCc1nc(Cl)ccc1C(=O)NC1C2CC3CC(C2)CC1C3. Reaction SMILES: [CH2:33]([N:34]([CH:35]([CH3:36])[CH3:37])[CH:38]([CH3:39])[CH3:40])[CH3:41].[CH2:7]([CH2:8][CH2:9][CH3:10])[c:11]1[c:12]([C:13](=[O:14])[OH:15])[cH:16][cH:17][c:18]([Cl:20])[n:19]1.[CH:22]12[CH:23]([NH2:32])[CH:24]3[CH2:25][CH:26]([CH2:27][CH:28]([CH2:29]1)[CH2:30]3)[CH2:31]2.[Cl:1][C:2]([C:3]([Cl:4])=[O:5])=[O:6].[Cl:42][CH2:43][Cl:44].[ClH:21]>>[CH2:7]([CH2:8][CH2:9][CH3:10])[c:11]1[c:12]([C:13](=[O:15])[NH:32][CH:23]2[CH:22]3[CH2:29][CH:28]4[CH2:27][CH:26]([CH2:25][CH:24]2[CH2:30]4)[CH2:31]3)[cH:16][cH:17][c:18]([Cl:20])[n:19]1.